From a dataset of the Open Reaction Database (ORD), a public repository of structured organic reaction records. describe an organic reaction: reactants, conditions, products, and yield The reactants are ClC1=NC=NC(=C1[N+](=O)[O-])Cl (4,6-Dichloro-5-nitropyrimidine), CC=1C=C(N)C=CC1OC=1C=NC(=CC1)C (3-methyl-4-[(6-methylpyridin-3-yl)oxy]aniline). Run in CN1C(CCC1)=O (1-methyl-2-pyrrolidone), C(C)(=O)OCC (ethyl acetate), CN1C(CCC1)=O (1-methyl-2-pyrrolidone). Conditions: temperature -15 celsius, time 1 hour. The product is Cl.ClC1=C(C(=NC=N1)NC1=CC(=C(C=C1)OC=1C=NC(=CC1)C)C)[N+](=O)[O-] (6-chloro-N-{3-methyl-4-[(6-methylpyridin-3-yl)oxy]phenyl}-5-nitropyrimidin-4-amine hydrochloride). The yield is 72.0%. As a reaction SMILES: [Cl:1][C:2]1[C:7]([N+:8]([O-:10])=[O:9])=[C:6]([Cl:11])[N:5]=[CH:4][N:3]=1.[CH3:12][C:13]1[CH:14]=[C:15]([CH:17]=[CH:18][C:19]=1[O:20][C:21]1[CH:22]=[N:23][C:24]([CH3:27])=[CH:25][CH:26]=1)[NH2:16]>CN1CCCC1=O.C(OCC)(=O)C>[ClH:1].[Cl:11][C:6]1[N:5]=[CH:4][N:3]=[C:2]([NH:16][C:15]2[CH:17]=[CH:18][C:19]([O:20][C:21]3[CH:22]=[N:23][C:24]([CH3:27])=[CH:25][CH:26]=3)=[C:13]([CH3:12])[CH:14]=2)[C:7]=1[N+:8]([O-:10])=[O:9] |f:4.5|. Procedure: 4,6-Dichloro-5-nitropyrimidine (9.7 g) was dissolved in 1-methyl-2-pyrrolidone (25.7 mL), a solution of 3-methyl-4-[(6-methylpyridin-3-yl)oxy]aniline (5.35 g) in 1-methyl-2-pyrrolidone (10 mL) was added dropwise under cooling at −15° C., and the mixture was stirred at −10° C. to 0° C. for 1 hr. The mixture was diluted with ethyl acetate (100 mL) and stirred at 0° C. for 15 min. The precipitated crystals were collected by filtration, washed with ethyl acetate (30 mL), and dried under reduced pres... Starting materials: C1(=CC=CC=C1)C(CC(=O)C=1C=CC(NC1)=O)C1=CC=CC=C1 (5-(3,3-diphenyl-propionyl)-1H-pyridin-2-one), Cl.NO (hydroxylamine hydrochloride), C(=O)(O)[O-].[Na+] (NaHCO3). Product: O\N=C(/CC(C1=CC=CC=C1)C1=CC=CC=C1)\C=1C=CC(NC1)=O (5-{1-[(E)-Hydroxyimino]-3,3-diphenyl-propyl}-1H-pyridin-2-one). Reaction SMILES: [C:1]1([CH:7]([C:18]2[CH:23]=[CH:22][CH:21]=[CH:20][CH:19]=2)[CH2:8][C:9]([C:11]2[CH:12]=[CH:13][C:14](=[O:17])[NH:15][CH:16]=2)=O)[CH:6]=[CH:5][CH:4]=[CH:3][CH:2]=1.Cl.[NH2:25][OH:26].C([O-])(O)=O.[Na+]>>[OH:26]/[N:25]=[C:9](/[C:11]1[CH:12]=[CH:13][C:14](=[O:17])[NH:15][CH:16]=1)\[CH2:8][CH:7]([C:18]1[CH:23]=[CH:22][CH:21]=[CH:20][CH:19]=1)[C:1]1[CH:6]=[CH:5][CH:4]=[CH:3][CH:2]=1 |f:1.2,3.4|. Procedure: In analogy to example 151, step 3, 5-(3,3-diphenyl-propionyl)-1H-pyridin-2-one was reacted with hydroxylamine hydrochloride in the presence of NaHCO3 to give the title compound containing less than 10% of the corresponding Z isomer as a colorless solid, MS (ESI−): m/z=317.1 [M−H]−. Starting materials: ClC=1N=CC=2N(C(C3(CN(C2N1)C1CCCC1)CC3)=O)C (2′-chloro-9′-cyclopentyl-5′-methyl-8′,9′-dihydrospiro[cyclopropane-1,7′-pyrimido[5,4-b][1,4]diazepin]-6′(5′H)-one), O.C1(=CC=C(C=C1)S(=O)(=O)O)C (p-toluenesulphonic acid monohydrate), NC1=C(C=C(C(=O)NC2C[C@H]3CCC[C@@H](C2)N3C)C=C1)F (4-amino-3-fluoro-N-[(1S,5R)-9-methyl-9-azabicyclo[3.3.1]non-7-yl]benzamide), ClC=1N=CC=2N(C(C3(CN(C2N1)C1CCCC1)CC3)=O)C (2′-chloro-9′-cyclopentyl-5′-methyl-8′,9′-dihydrospiro[cyclopropane-1,7′-pyrimido[5,4-b][1,4]diazepin]-6′(5′H)-one), NC1=C(C=C(C(=O)NC2C[C@H]3CCC[C@@H](C2)N3C)C=C1)F (4-amino-3-fluoro-N-[(1S,5R)-9-methyl-9-azabicyclo[3.3.1]non-7-yl]benzamide). Solvent: CO (methanol), CO (methanol), CC(CC(C)O)C (4-methyl-2-pentanol). Conditions: temperature 160 celsius. The product is C1(CCCC1)N1C2=C(N(C(C3(C1)CC3)=O)C)C=NC(=N2)NC2=C(C=C(C(=O)NC3C[C@H]1CCC[C@@H](C3)N1C)C=C2)F (4-(9′-cyclopentyl-5′-methyl-6′-oxo-5′,6′,8′,9′-tetrahydrospiro[cyclopropane-1,7′-pyrimido[5,4-b][1,4]diazepine]-2′-ylamino)-3-fluoro-N-[(1S,5R)-9-methyl-9-azabicyclo[3.3.1]non-7-yl]benzamide). Yield: 27.5%. As a reaction SMILES: Cl[C:2]1[N:3]=[CH:4][C:5]2[N:6]([CH3:21])[C:7](=[O:20])[C:8]3([CH2:19][CH2:18]3)[CH2:9][N:10]([CH:13]3[CH2:17][CH2:16][CH2:15][CH2:14]3)[C:11]=2[N:12]=1.[NH2:22][C:23]1[CH:41]=[CH:40][C:26]([C:27]([NH:29][CH:30]2[CH2:37][C@H:36]3[N:38]([CH3:39])[C@H:32]([CH2:33][CH2:34][CH2:35]3)[CH2:31]2)=[O:28])=[CH:25][C:24]=1[F:42].O.C1(C)C=CC(S(O)(=O)=O)=CC=1>CC(C)CC(O)C.CO>[CH:13]1([N:10]2[CH2:9][C:8]3([CH2:19][CH2:18]3)[C:7](=[O:20])[N:6]([CH3:21])[C:5]3[CH:4]=[N:3][C:2]([NH:22][C:23]4[CH:41]=[CH:40][C:26]([C:27]([NH:29][CH:30]5[CH2:37][C@H:36]6[N:38]([CH3:39])[C@H:32]([CH2:33][CH2:34][CH2:35]6)[CH2:31]5)=[O:28])=[CH:25][C:24]=4[F:42])=[N:12][C:11]2=3)[CH2:17][CH2:16][CH2:15][CH2:14]1 |f:2.3|. Procedure: 2′-chloro-9′-cyclopentyl-5′-methyl-8′,9′-dihydrospiro[cyclopropane-1,7′-pyrimido[5,4-b][1,4]diazepin]-6′(5′H)-one (Intermediate 130; 108 mg, 0.35 mmol) and 4-amino-3-fluoro-N-(9-methyl-9-azabicyclo[3.3.1]non-7-yl)benzamide (Intermediate 162; 102 mg, 0.35 mmol) were combined with p-toluenesulphonic acid monohydrate (167 mg, 0.88 mmol) in 4-methyl-2-pentanol (2 mL) and heated by microwave irradiation for 25 minutes at 160° C. The cooled reaction mixture was diluted with methanol (10 mL) and loaded... Run in ClCCl (dichloromethane). Procedure details: To 6,7-dichloroisoquinolin-3-amine and 5,6-dichloroisoquinolin-3-amine (0.410 g, 1.924 mmol) in dichloromethane (20 mL) was added 1,1′-thiocarbonyldipyridin-2(1H)-one (0.469 g, 2.021 mmol) and the reaction mixture was stirred at 40° C. for 4 hours. The reaction was cooled to room temperature and chromatographed (Biotage: 10-100% ethyl acetate/hexanes) to yield the separated regioisomers, 6,7-dichloro-3-isothiocyanatoisoquinoline (0.2 g, 0.784 mmol, 40.7% yield) and 5,6-dichloro-3-isothiocyanatoi... Starting materials: ClC=1C=C2C=C(N=CC2=CC1Cl)N (6,7-dichloroisoquinolin-3-amine), ClC1=C2C=C(N=CC2=CC=C1Cl)N (5,6-dichloroisoquinolin-3-amine), C(=S)(N1C(C=CC=C1)=O)N1C(C=CC=C1)=O (1,1′-thiocarbonyldipyridin-2(1H)-one). RXN SMILES: [Cl:1][C:2]1[CH:3]=[C:4]2[C:9](=[CH:10][C:11]=1[Cl:12])[CH:8]=[N:7][C:6]([NH2:13])=[CH:5]2.[Cl:14][C:15]1[C:24]([Cl:25])=[CH:23][CH:22]=[C:21]2[C:16]=1[CH:17]=[C:18]([NH2:26])[N:19]=[CH:20]2.[C:27](N1C=CC=CC1=O)(N1C=CC=CC1=O)=[S:28]>ClCCl>[Cl:1][C:2]1[CH:3]=[C:4]2[C:9](=[CH:10][C:11]=1[Cl:12])[CH:8]=[N:7][C:6]([N:13]=[C:27]=[S:28])=[CH:5]2.[Cl:14][C:15]1[C:24]([Cl:25])=[CH:23][CH:22]=[C:21]2[C:16]=1[CH:17]=[C:18]([N:26]=[C:27]=[S:28])[N:19]=[CH:20]2. The yield is 46.8%. Conditions: temperature 40 celsius, time 4 hour. The product is ClC=1C=C2C=C(N=CC2=CC1Cl)N=C=S (6,7-dichloro-3-isothiocyanatoisoquinoline), ClC1=C2C=C(N=CC2=CC=C1Cl)N=C=S (5,6-dichloro-3-isothiocyanatoisoquinoline).